Dataset: the Open Reaction Database (ORD), a public repository of structured organic reaction records. Task: describe an organic reaction: reactants, conditions, products, and yield The reactants are CN1CCNCC1 (1-methylpiperazine), COC(C1=CC(=CC=C1)I)=O (methyl-3-iodobenzoate), ClC1=CC=C(C=C1)[C@H]1C[C@]12C(NC1=CC=CC=C21)=O ((1S,2R)-2-(4-chlorophenyl)spiro[cyclopropane-1,3′-indolin]-2′-one). Product: ClC1=CC=C(C=C1)[C@@H]1C[C@@]12C(N(C1=CC=CC=C21)C2=CC(=CC=C2)C(=O)N2CCN(CC2)C)=O ((1R,2S)-2-(4-chlorophenyl)-1′-(3-(4-methylpiperazine-1-carbonyl)phenyl)spiro[cyclopropane-1,3′-indolin]-2′-one). As a reaction SMILES: [CH3:1][N:2]1[CH2:7][CH2:6][NH:5][CH2:4][CH2:3]1.CO[C:10](=[O:18])[C:11]1[CH:16]=[CH:15][CH:14]=[C:13](I)[CH:12]=1.[Cl:19][C:20]1[CH:25]=[CH:24][C:23]([C@@H:26]2[C@:28]3([C:36]4[C:31](=[CH:32][CH:33]=[CH:34][CH:35]=4)[NH:30][C:29]3=[O:37])[CH2:27]2)=[CH:22][CH:21]=1>>[Cl:19][C:20]1[CH:21]=[CH:22][C:23]([C@H:26]2[C@@:28]3([C:36]4[C:31](=[CH:32][CH:33]=[CH:34][CH:35]=4)[N:30]([C:13]4[CH:14]=[CH:15][CH:16]=[C:11]([C:10]([N:5]5[CH2:6][CH2:7][N:2]([CH3:1])[CH2:3][CH2:4]5)=[O:18])[CH:12]=4)[C:29]3=[O:37])[CH2:27]2)=[CH:24][CH:25]=1. Procedure details: The title compound was prepared in analogy to Example 85 starting from 1-methylpiperazine, methyl-3-iodobenzoate (commercially available), (1R,2S) and (1S,2R)-2-(4-chlorophenyl)spiro[cyclopropane-1,3′-indolin]-2′-one prepared as in Scheme 1. LC/MS m/e calcd. for C28H26ClN3O2: 471, observed (M+H)+: 472.21H NMR (400 MHz, MeOD-d4) δppm 2.34 (dd, J=9.09, 5.05 Hz, 1 H) 2.43 (dd, J=8.59, 5.05 Hz, 1 H) 2.93 (s, 3 H) 3.17 (br. s., 4 H) 3.40 (t, J=8.84 Hz, 1 H) 3.62 (br. s., 4 H) 6.97 (d, J=7.83 Hz, 1 H)... Reactants: [Br-], CCOCCCl, COc1cc(C(=O)N2CCC(CCN3CCC(Nc4nc5ccccc5[nH]4)CC3)(c3ccccc3)C2)cc(OC)c1OC, C[Si](C)(C)[N-][Si](C)(C)C, CCCC[N+](CCCC)(CCCC)CCCC, ClCCl, [K+], C1CCOC1. Yields the product CCOCCn1c(NC2CCN(CCC3(c4ccccc4)CCN(C(=O)c4cc(OC)c(OC)c(OC)c4)C3)CC2)nc2ccccc21. Reaction SMILES: [Br-:65].[CH2:59]([O:60][CH2:61][CH2:62][Cl:63])[CH3:64].[CH3:1][O:2][c:3]1[cH:4][c:5]([C:6](=[O:7])[N:8]2[CH2:9][C:10]([c:13]3[cH:14][cH:15][cH:16][cH:17][cH:18]3)([CH2:19][CH2:20][N:21]3[CH2:22][CH2:23][CH:24]([NH:27][c:28]4[n:29][c:30]5[c:31]([nH:32]4)[cH:33][cH:34][cH:35][cH:36]5)[CH2:25][CH2:26]3)[CH2:11][CH2:12]2)[cH:37][c:38]([O:42][CH3:43])[c:39]1[O:40][CH3:41].[CH3:49][Si:50]([N-:51][Si:52]([CH3:53])([CH3:54])[CH3:55])([CH3:56])[CH3:57].[CH3:66][CH2:67][CH2:68][CH2:69][N+:70]([CH2:71][CH2:72][CH2:73][CH3:74])([CH2:75][CH2:76][CH2:77][CH3:78])[CH2:79][CH2:80][CH2:81][CH3:82].[Cl:83][CH2:84][Cl:85].[K+:58].[O:44]1[CH2:45][CH2:46][CH2:47][CH2:48]1>>[CH3:1][O:2][c:3]1[cH:4][c:5]([C:6](=[O:7])[N:8]2[CH2:9][C:10]([c:13]3[cH:14][cH:15][cH:16][cH:17][cH:18]3)([CH2:19][CH2:20][N:21]3[CH2:22][CH2:23][CH:24]([NH:27][c:28]4[n:29]([CH2:46][CH2:45][O:44][CH2:48][CH3:47])[c:30]5[c:31]([n:32]4)[cH:33][cH:34][cH:35][cH:36]5)[CH2:25][CH2:26]3)[CH2:11][CH2:12]2)[cH:37][c:38]([O:42][CH3:43])[c:39]1[O:40][CH3:41]. The reactants are CCS, C1CCOC1, CCOC(C)=O, COc1cc(-n2ccc(-c3ccc(C(F)(F)F)cc3)cc2=O)ccc1OCC1CO1, [K+], [OH-]. Yields the product CCSCC(O)COc1ccc(-n2ccc(-c3ccc(C(F)(F)F)cc3)cc2=O)cc1OC. RXN SMILES: [CH2:1]([CH3:2])[SH:3].[CH2:36]1[O:37][CH2:38][CH2:39][CH2:40]1.[CH3:41][CH2:42][O:43][C:44]([CH3:45])=[O:46].[CH3:6][O:7][c:8]1[cH:9][c:10](-[n:19]2[c:20](=[O:35])[cH:21][c:22](-[c:25]3[cH:26][cH:27][c:28]([C:31]([F:32])([F:33])[F:34])[cH:29][cH:30]3)[cH:23][cH:24]2)[cH:11][cH:12][c:13]1[O:14][CH2:15][CH:16]1[O:17][CH2:18]1.[K+:5].[OH-:4]>>[CH2:1]([CH3:2])[S:3][CH2:18][CH:16]([CH2:15][O:14][c:13]1[c:8]([O:7][CH3:6])[cH:9][c:10](-[n:19]2[c:20](=[O:35])[cH:21][c:22](-[c:25]3[cH:26][cH:27][c:28]([C:31]([F:32])([F:33])[F:34])[cH:29][cH:30]3)[cH:23][cH:24]2)[cH:11][cH:12]1)[OH:17]. Reported procedure: In a similar manner to Preparation 45, to a mixture of 0.42 g of 6-acetoxy-2-(4-aminophenoxymethyl)-7-t-butyl-2-methylchroman-4-one and 5 ml of acetone were added dropwise, whilst cooling with ice, 0.2 ml of concentrated hydrochloric acid and then a solution of 0.09 g of sodium nitrite in 0.5 ml of water. 1.1 g of ethyl acrylate were then added dropwise, after which 16 mg of cuprous oxide were added gradually to the mixture, whilst keeping its temperature at 40°-43° C. Evolution of nitrogen ceas... Run in O (water), C1=CC=CC=C1 (Benzene), CC(=O)C (acetone). As a reaction SMILES: [C:1]([O:4][C:5]1[CH:6]=[C:7]2[C:12](=[CH:13][C:14]=1[C:15]([CH3:18])([CH3:17])[CH3:16])[O:11][C:10]([CH2:20][O:21][C:22]1[CH:27]=[CH:26][C:25](N)=[CH:24][CH:23]=1)([CH3:19])[CH2:9][C:8]2=[O:29])(=[O:3])[CH3:2].[ClH:30].N([O-])=O.[Na+].[C:35]([O:39][CH2:40][CH3:41])(=[O:38])[CH:36]=[CH2:37]>O.C1C=CC=CC=1.CC(C)=O>[C:1]([O:4][C:5]1[CH:6]=[C:7]2[C:12](=[CH:13][C:14]=1[C:15]([CH3:18])([CH3:17])[CH3:16])[O:11][C:10]([CH2:20][O:21][C:22]1[CH:27]=[CH:26][C:25]([CH2:37][CH:36]([Cl:30])[C:35]([O:39][CH2:40][CH3:41])=[O:38])=[CH:24][CH:23]=1)([CH3:19])[CH2:9][C:8]2=[O:29])(=[O:3])[CH3:2] |f:2.3|. Yields the product C(C)(=O)OC=1C=C2C(CC(OC2=CC1C(C)(C)C)(C)COC1=CC=C(C=C1)CC(C(=O)OCC)Cl)=O (ethyl 3-[4-(6-acetoxy-7-t-butyl-2-methyl-4-oxochroman-2-ylmethoxy)phenyl]-2-chloropropionate). Reactants: cuprous oxide, C(C=C)(=O)OCC (ethyl acrylate), Cl (hydrochloric acid), N(=O)[O-].[Na+] (sodium nitrite), C(C)(=O)OC=1C=C2C(CC(OC2=CC1C(C)(C)C)(C)COC1=CC=C(C=C1)N)=O (6-acetoxy-2-(4-aminophenoxymethyl)-7-t-butyl-2-methylchroman-4-one). Run at time 30 minute. Starting materials: [BH4-], Brc1cccc(Br)n1, [Li]CCCC, CN(C)C=O, CCO, [Na+], C1CCOC1. The product is OCc1cccc(Br)n1. As a reaction SMILES: [BH4-:19].[Br:6][c:7]1[n:8][c:9]([Br:13])[cH:10][cH:11][cH:12]1.[CH2:1]([Li:2])[CH2:3][CH2:4][CH3:5].[CH3:14][N:15]([CH:16]=[O:17])[CH3:18].[CH3:26][CH2:27][OH:28].[Na+:20].[O:21]1[CH2:22][CH2:23][CH2:24][CH2:25]1>>[c:7]1([CH2:16][OH:17])[n:8][c:9]([Br:13])[cH:10][cH:11][cH:12]1. Reactants: O=Cc1c(Cl)nc(Cl)nc1Cl, O=[Cr](=O)=O, O, O=S(=O)(O)O. Yields the product O=C(O)c1c(Cl)nc(Cl)nc1Cl. RXN SMILES: [Cl:1][c:2]1[n:3][c:4]([Cl:11])[c:5]([CH:9]=[O:10])[c:6]([Cl:8])[n:7]1.[O:12]=[Cr:13](=[O:14])=[O:15].[OH2:16].[S:17](=[O:18])(=[O:19])([OH:20])[OH:21]>>[Cl:1][c:2]1[n:3][c:4]([Cl:11])[c:5]([C:9](=[O:10])[OH:12])[c:6]([Cl:8])[n:7]1.